From a dataset of the Open Reaction Database (ORD), a public repository of structured organic reaction records. describe an organic reaction: reactants, conditions, products, and yield Starting materials: C(C)(=O)OCC.ClCCl (ethyl acetate dichloromethane), CO.ClCCl (methanol dichloromethane), Heterocycles, COC1=C(C(=O)OC)C=C(C=C1)NC(C)=S (methyl 2-methoxy-5-thioacetamidobenzoate), C(C)(=O)NN (acetylhydrazine). Run in C(CCC)O (n-butanol). Run at time 18 hour. The product is COC1=C(C(=O)OC)C=C(C=C1)N1NN(CC1C)C (methyl 2-methoxy-5-(3,5-dimethyl-4H-triazol-1-yl)benzoate). Reaction SMILES: [CH3:1][O:2][C:3]1[CH:12]=[CH:11][C:10]([NH:13][C:14](=S)[CH3:15])=[CH:9][C:4]=1[C:5]([O:7][CH3:8])=[O:6].[C:17]([NH:20][NH2:21])(=O)C.[C:22](OCC)(=O)C.ClCCl.CO.ClCCl>C(O)CCC>[CH3:1][O:2][C:3]1[CH:12]=[CH:11][C:10]([N:13]2[CH:14]([CH3:15])[CH2:17][N:20]([CH3:22])[NH:21]2)=[CH:9][C:4]=1[C:5]([O:7][CH3:8])=[O:6] |f:2.3,4.5|. Reported procedure: According to the method of Heterocycles, 34, 771 (1992), combine methyl 2-methoxy-5-thioacetamidobenzoate (1.00 g, 4.2 mmol) and acetylhydrazine (0.35 g, 4.8 mmol) in n-butanol (8 mL). Heat to reflux. After 18 hours, cool and evaporate in vacuo to give a residue. Chromatograph the residue on silica gel eluting sequentially with 30% ethyl acetate/dichloromethane and then 5% methanol/dichloromethane to give a residue. Recrystallize the residue from ethyl acetate/hexane to give methyl 2-methoxy-5-(...